From a dataset of the Open Reaction Database (ORD), a public repository of structured organic reaction records. describe an organic reaction: reactants, conditions, products, and yield The reactants are 10, Cl.ClCCNC(C1=CC=C(C=C1)F)C1=CC=C(C=C1)F (N-(2-chloroethyl)-4-fluoro-α-(4-fluorophenyl)benzenemethanamine hydrochloride), ClC1=CC2=C(N(C(N2)=O)C2CCNCC2)C=C1 (5-chloro-1,3-dihydro-1-(4-piperidinyl)-2H-benzimidazol-2-one), C([O-])([O-])=O.[Na+].[Na+] (sodium carbonate), [I-].[K+] (potassium iodide). Solvent: CC(CC(C)=O)C (4-methyl-2-pentanone), O (Water). Product: FC1=CC=C(C=C1)C(C1=CC=C(C=C1)F)NCCN1CCC(CC1)N1C(NC2=C1C=CC(=C2)Cl)=O (1-{1-[2-{[bis(4-fluorophenyl)methyl]amino}ethyl]-4-piperidinyl}-5-chloro-1,3-dihydro-2H-benzimidazol-2-one). Reaction SMILES: Cl.Cl[CH2:3][CH2:4][NH:5][CH:6]([C:14]1[CH:19]=[CH:18][C:17]([F:20])=[CH:16][CH:15]=1)[C:7]1[CH:12]=[CH:11][C:10]([F:13])=[CH:9][CH:8]=1.[Cl:21][C:22]1[CH:37]=[CH:36][C:25]2[N:26]([CH:30]3[CH2:35][CH2:34][NH:33][CH2:32][CH2:31]3)[C:27](=[O:29])[NH:28][C:24]=2[CH:23]=1.C(=O)([O-])[O-].[Na+].[Na+].[I-].[K+]>O.CC(C)CC(=O)C>[F:13][C:10]1[CH:11]=[CH:12][C:7]([CH:6]([NH:5][CH2:4][CH2:3][N:33]2[CH2:32][CH2:31][CH:30]([N:26]3[C:25]4[CH:36]=[CH:37][C:22]([Cl:21])=[CH:23][C:24]=4[NH:28][C:27]3=[O:29])[CH2:35][CH2:34]2)[C:14]2[CH:19]=[CH:18][C:17]([F:20])=[CH:16][CH:15]=2)=[CH:8][CH:9]=1 |f:0.1,3.4.5,6.7|. Reported procedure: A mixture of 10 parts of N-(2-chloroethyl)-4-fluoro-α-(4-fluorophenyl)benzenemethanamine hydrochloride, 7.3 parts of 5-chloro-1,3-dihydro-1-(4-piperidinyl)-2H-benzimidazol-2-one, 10.6 parts of sodium carbonate, 0.1 parts of potassium iodide and 80 parts of 4-methyl-2-pentanone is stirred and refluxed overnight. Water is added to the reaction mixture. The precipitated product is filtered off and set aside. From the filtrate, the organic phase is separated, washed with water, dried, filtered and e... Reactants: ClC1=NC=CC(=C1)C#CC=1N=C(N(C1)C1=CC=C(C=C1)C)C (2-Chloro-4-(2-methyl-1-p-tolyl-1H-imidazol-4-ylethynyl)-pyridine), IC (Iodomethane), C(C)(C)[N-]C(C)C.[Li+] (Lithiumdiisopropylamide). The solvent is C1CCOC1 (THF). Run at temperature -75 celsius, time 15 minute. Product: ClC1=NC=CC(=C1)C#CC=1N=C(N(C1C)C1=CC=C(C=C1)C)C (2-Chloro-4-(2,5-dimethyl-1-p-tolyl-1H-imidazol-4-ylethynyl)-pyridine), solid. Isolated yield 13.0%. As a reaction SMILES: [Cl:1][C:2]1[CH:7]=[C:6]([C:8]#[C:9][C:10]2[N:11]=[C:12]([CH3:22])[N:13]([C:15]3[CH:20]=[CH:19][C:18]([CH3:21])=[CH:17][CH:16]=3)[CH:14]=2)[CH:5]=[CH:4][N:3]=1.[CH:23]([N-]C(C)C)(C)C.[Li+].IC>C1COCC1>[Cl:1][C:2]1[CH:7]=[C:6]([C:8]#[C:9][C:10]2[N:11]=[C:12]([CH3:22])[N:13]([C:15]3[CH:20]=[CH:19][C:18]([CH3:21])=[CH:17][CH:16]=3)[C:14]=2[CH3:23])[CH:5]=[CH:4][N:3]=1 |f:1.2|. Procedure: This compound was prepared according to the general procedure 3 as described hereinabove. 2-Chloro-4-(2-methyl-1-p-tolyl-1H-imidazol-4-ylethynyl)-pyridine (220 mg, 0.71 mmol) was dissolved in 5 mL THF and cooled to −75° C. Lithiumdiisopropylamide (0.61 ml, 1.22 mmol) was added, and the mixture stirred for 15 min at −75° C. Iodomethane (0.08 ml, 1.14 mmol) was added and stirring was continued at −75° C. for 2 hrs. The reaction mixture was quenched with sat. NaHCO3− solution and extracted with wat... Starting materials: COC1=CC=C(C(=O)NC=2C(=CC=CC2)NC(=O)C2CCNCC2)C=C1 (N1-(4-methoxybenzoyl)-N2-(piperidin-4-ylcarbonyl)-1,2-benzenediamine), [N+](=O)([O-])C1=CC=C(C=O)C=C1 (4-nitrobenzaldehyde). Yields the product COC1=CC=C(C(=O)NC=2C(=CC=CC2)NC(=O)C2CCN(CC2)CC2=CC=C(C=C2)[N+](=O)[O-])C=C1 (N1-(4-Methoxybenzoyl)-N2-[1-(4-nitrobenzyl)piperidin-4-ylcarbonyl]-1,2-benzenediamine). Reaction SMILES: [CH3:1][O:2][C:3]1[CH:26]=[CH:25][C:6]([C:7]([NH:9][C:10]2[C:11]([NH:16][C:17]([CH:19]3[CH2:24][CH2:23][NH:22][CH2:21][CH2:20]3)=[O:18])=[CH:12][CH:13]=[CH:14][CH:15]=2)=[O:8])=[CH:5][CH:4]=1.[N+:27]([C:30]1[CH:37]=[CH:36][C:33]([CH:34]=O)=[CH:32][CH:31]=1)([O-:29])=[O:28]>>[CH3:1][O:2][C:3]1[CH:4]=[CH:5][C:6]([C:7]([NH:9][C:10]2[C:11]([NH:16][C:17]([CH:19]3[CH2:20][CH2:21][N:22]([CH2:34][C:33]4[CH:36]=[CH:37][C:30]([N+:27]([O-:29])=[O:28])=[CH:31][CH:32]=4)[CH2:23][CH2:24]3)=[O:18])=[CH:12][CH:13]=[CH:14][CH:15]=2)=[O:8])=[CH:25][CH:26]=1. Procedure details: Using the general procedure described in Example 3, N1-(4-methoxybenzoyl)-N2-(piperidin-4-ylcarbonyl)-1,2-benzenediamine (0.14 mmol) was reacted with 4-nitrobenzaldehyde to provide 36 mg of the title product as the free base. Treatment with hydrochloric acid and concentration in vacuo yielded the salt of the title compound. The reactants are ClCC(=CCCC(=CCCC(=CC=C(C(C#N)O)C(C)C)C)C)C (15-chloro-2-hydroxy-3-(1-methylethyl)-6,10,14-trimethyl-3,5,9,13-pentadecatetraenenitrile), C(=C)OCC (ethyl vinyl ether), C(O)([O-])=O.[Na+] (sodium hydrogencarbonate), CCCCCC.CCOCC (n-hexane ether), solution. Solvent: ClCCl (dichloromethane). Conditions: time 10 minute. Yields the product ClCC(=CCCC(=CCCC(=CC=C(C(C#N)OC(C)OCC)C(C)C)C)C)C (15-chloro-2-(1-ethoxyethoxy)-3-(1-methylethyl)-6,10,14-trimethyl -3,5,9,13-pentadecatetraenenitrile). Yield: 87.6%. As a reaction SMILES: [Cl:1][CH2:2][C:3]([CH3:24])=[CH:4][CH2:5][CH2:6][C:7]([CH3:23])=[CH:8][CH2:9][CH2:10][C:11]([CH3:22])=[CH:12][CH:13]=[C:14]([CH:19]([CH3:21])[CH3:20])[CH:15]([OH:18])[C:16]#[N:17].[CH:25]([O:27][CH2:28][CH3:29])=[CH2:26].C(=O)([O-])O.[Na+].CCCCCC.CCOCC>ClCCl>[Cl:1][CH2:2][C:3]([CH3:24])=[CH:4][CH2:5][CH2:6][C:7]([CH3:23])=[CH:8][CH2:9][CH2:10][C:11]([CH3:22])=[CH:12][CH:13]=[C:14]([CH:19]([CH3:20])[CH3:21])[CH:15]([O:18][CH:25]([O:27][CH2:28][CH3:29])[CH3:26])[C:16]#[N:17] |f:2.3,4.5|. Procedure: To a solution of 15-chloro-2-hydroxy-3-(1-methylethyl)-6,10,14-trimethyl-3,5,9,13-pentadecatetraenenitrile (204 mg, 0.56 mmol) prepared in Reference Example 6 and ethyl vinyl ether (100 μl, 0.96 mmol) in dichloromethane (5 ml) is added a very small amount of paratoluenesulfonic acid while stirring under nitrogen atmosphere on an ice-water bath. After 10 minutes, to the mixture are added a saturated aqueous sodium hydrogencarbonate solution (15 ml) and n-hexane/ether (1:1) solution (20 ml) and th... Reaction conditions: time 5 minute. Run in O1CCOCC1 (dioxane). Product: ClC1=C(C=CC=C1)C=1OC2=C(N1)C(C=1C=CC=CC1C2=O)=O (2-(2-chlorophenyl)-4,9-dihydro-4,9-dioxo-naphtho[2,3-d]oxazole). Procedure details: To a solution of 5 g (24 mmol) of 2-amino-3-chloro-1,4-dihydro-1,4-dioxonaphthalene in 60 mL of dioxane, 15.3 mL (120 mmol) of 2-chlorobenzoic acid chloride are added; after 5 min of stirring, 0.5 mL of concentrated sulfuric is added. The reaction mixture is heated to reflux for 4 h, and the precipitate obtained after evaporation of the dioxane at a reduced pressure is dissolved in 200 mL of dichloromethane. To this solution, 100 mL of a cold 10N sodium hydroxide solution are added. The mixture ... RXN SMILES: [NH2:1][C:2]1[C:3](=[O:14])[C:4]2[C:9]([C:10](=[O:13])[C:11]=1Cl)=[CH:8][CH:7]=[CH:6][CH:5]=2.[Cl:15][C:16]1[CH:24]=[CH:23][CH:22]=[CH:21][C:17]=1[C:18](Cl)=[O:19]>O1CCOCC1>[Cl:15][C:16]1[CH:24]=[CH:23][CH:22]=[CH:21][C:17]=1[C:18]1[O:19][C:11]2[C:10](=[O:13])[C:9]3[CH:8]=[CH:7][CH:6]=[CH:5][C:4]=3[C:3](=[O:14])[C:2]=2[N:1]=1. Yield: 67.3%. The reactants are NC=1C(C2=CC=CC=C2C(C1Cl)=O)=O (2-amino-3-chloro-1,4-dihydro-1,4-dioxonaphthalene), ClC1=C(C(=O)Cl)C=CC=C1 (2-chlorobenzoic acid chloride). The reactants are C1(=CC=CC=C1)S(=O)(=O)C1[C@@H]([C@@H](CCC(=C1)SC1=CC=CC=C1)O[Si](C)(C)C)C ((1R, 2R)-(3-Benzenesulfonyl-2-methyl-5-phenylsulfanylcyclohept-4-enyloxy)-trimethylsilane), CC(C)(C)[Si](C)(C)Cl (TBSCl), N1C=NC=C1 (imidazole), C1CCOC1 (THF), CCCC[N+](CCCC)(CCCC)CCCC.[F-] (TBAF). Solvent: CN(C)C=O (DMF). Run at temperature 70 celsius, time 20 hour. Product: C1(=CC=CC=C1)S(=O)(=O)C1=C[C@H]([C@@H]([C@@H]([C@H]1C)O[Si](C)(C)C(C)(C)C)C)O ((1S, 4R, 5S, 6S)-3-Benzenesulfonyl-5-(tert-butyl-dimethyl-silanyloxy)-4,6-dimethyl-cyclohex-2-enol). The yield is 84.0%. RXN SMILES: [C:1]1([S:7]([CH:10]2[CH:16]=[C:15](SC3C=CC=CC=3)[CH2:14][CH2:13][C@@H:12]([O:24][Si](C)(C)C)[C@H:11]2[CH3:29])(=[O:9])=[O:8])[CH:6]=[CH:5][CH:4]=[CH:3][CH:2]=1.[CH3:30][C:31]([Si:34](Cl)([CH3:36])[CH3:35])([CH3:33])[CH3:32].N1C=CN=C1.C1C[O:46]CC1.CCCC[N+](CCCC)(CCCC)CCCC.[F-]>CN(C=O)C>[C:1]1([S:7]([C:10]2[C@H:11]([CH3:29])[C@@H:12]([O:24][Si:34]([C:31]([CH3:33])([CH3:32])[CH3:30])([CH3:36])[CH3:35])[C@@H:14]([CH3:13])[C@H:15]([OH:46])[CH:16]=2)(=[O:8])=[O:9])[CH:2]=[CH:3][CH:4]=[CH:5][CH:6]=1 |f:4.5|. Procedure: The mixture of diol 23 (585 mg, 2.07 mmol), TBSCl (1.0 g, 6.63 mmol), and imidazole (564 mg, 8.28 mmol) in DMF (5.0 mL) was stirred at 70° C. for 20 h under nitrogen. After being quenched by aqueous NH4Cl, the reaction mixture was extracted with diethyl ether (3×20 mL). The organic layers were washed with brine, dried over Na2SO4, concentrated via rotary evaporation, and further dried in vacuo. The crude residue was dissolved in THF (20 mL), and a THF solution (2.3 mL, 2.3 mmol, 1M) of TBAF was ...